This data is from the Open Reaction Database (ORD), a public repository of structured organic reaction records. The task is: describe an organic reaction: reactants, conditions, products, and yield Starting materials: C(C)(C)(C)OC(=O)N1CCC(=CC1)C1=NC2=CC=C(C(=C2C=C1)C(NCC1CCC(CC1)(F)F)=O)Cl (4-{6-chloro-5-[(4,4-difluoro-cyclohexylmethyl)-carbamoyl]-quinolin-2-yl}-3,6-dihydro-2H-pyridine-1-carboxylic acid tert-butyl ester), C(C)[SiH](CC)CC (triethylsilane). Reagents/catalysts: [Pd] (palladium on carbon). The product is C(C)(C)(C)OC(=O)N1CCC(CC1)C1=NC2=CC=C(C(=C2C=C1)C(NCC1CCC(CC1)(F)F)=O)Cl (4-{6-Chloro-5-[(4,4-difluoro-cyclohexylmethyl)-carbamoyl]-quinolin-2-yl}-piperidine-1-carboxylic acid tert-butyl ester). As a reaction SMILES: [C:1]([O:5][C:6]([N:8]1[CH2:13][CH:12]=[C:11]([C:14]2[CH:23]=[CH:22][C:21]3[C:16](=[CH:17][CH:18]=[C:19]([Cl:36])[C:20]=3[C:24](=[O:35])[NH:25][CH2:26][CH:27]3[CH2:32][CH2:31][C:30]([F:34])([F:33])[CH2:29][CH2:28]3)[N:15]=2)[CH2:10][CH2:9]1)=[O:7])([CH3:4])([CH3:3])[CH3:2].C([SiH](CC)CC)C>[Pd]>[C:1]([O:5][C:6]([N:8]1[CH2:13][CH2:12][CH:11]([C:14]2[CH:23]=[CH:22][C:21]3[C:16](=[CH:17][CH:18]=[C:19]([Cl:36])[C:20]=3[C:24](=[O:35])[NH:25][CH2:26][CH:27]3[CH2:28][CH2:29][C:30]([F:34])([F:33])[CH2:31][CH2:32]3)[N:15]=2)[CH2:10][CH2:9]1)=[O:7])([CH3:4])([CH3:2])[CH3:3]. Reported procedure: The title compound was synthesized according to the procedure described in example 126 using 4-{6-chloro-5-[(4,4-difluoro-cyclohexylmethyl)-carbamoyl]-quinolin-2-yl}-3,6-dihydro-2H-pyridine-1-carboxylic acid tert-butyl ester, palladium on carbon and triethylsilane. 1H NMR (400 MHz, DMSO-d6) δ ppm 8.80 (t, J=5.71 Hz, 1H), 8.00 (dd, J=10.82, 9.12 Hz, 2H), 7.77 (d, J=9.04 Hz, 1H), 7.61 (d, J=8.80 Hz, 1H), 4.07-4.10 (m, 2H), 3.05-3.11 (m, 2H), 2.87 (s, 3H), 2.01-2.04 (m, 2H), 1.83-1.91 (m, 5H), 1.62... Starting materials: CC(=O)NCCOCC(=O)[O-], CCO, [Na+], [Na+], [OH-], O. Product: NCCOCC(=O)[O-], [Na+]. Reaction SMILES: [C:1](=[O:2])([CH3:3])[NH:4][CH2:5][CH2:6][O:7][CH2:8][C:9](=[O:10])[O-:11].[CH3:15][CH2:16][OH:17].[Na+:12].[Na+:14].[OH-:13].[OH2:18]>>[NH2:4][CH2:5][CH2:6][O:7][CH2:8][C:9](=[O:10])[O-:11].[Na+:12]. Reactants: CO, COC(=O)c1ccc(NC(c2sc(-c3ccccc3)cc2C)C2CCCCC2)cc1, Cl, [Li+], C1CCOC1, [OH-], O. Yields the product Cc1cc(-c2ccccc2)sc1C(Nc1ccc(C(=O)O)cc1)C1CCCCC1. Reaction SMILES: [CH3:35][OH:36].[CH:1]1([CH:7]([c:8]2[s:9][c:10](-[c:14]3[cH:15][cH:16][cH:17][cH:18][cH:19]3)[cH:11][c:12]2[CH3:13])[NH:20][c:21]2[cH:22][cH:23][c:24]([C:25](=[O:26])[O:27][CH3:28])[cH:29][cH:30]2)[CH2:2][CH2:3][CH2:4][CH2:5][CH2:6]1.[ClH:34].[Li+:31].[O:37]1[CH2:38][CH2:39][CH2:40][CH2:41]1.[OH-:32].[OH2:33]>>[CH:1]1([CH:7]([c:8]2[s:9][c:10](-[c:14]3[cH:15][cH:16][cH:17][cH:18][cH:19]3)[cH:11][c:12]2[CH3:13])[NH:20][c:21]2[cH:22][cH:23][c:24]([C:25](=[O:26])[OH:27])[cH:29][cH:30]2)[CH2:2][CH2:3][CH2:4][CH2:5][CH2:6]1. Starting materials: C(CC)I (Propyl iodide), C1(=CC=CC=C1)NC(=O)NCCCNCCC1=CC=C(C=C1)Cl (N-phenylcarbamoyl-N′-[2-(4-chlorophenyl)ethyl]-1,3-diaminopropane), C([O-])([O-])=O.[K+].[K+] (potassium carbonate). The solvent is CC#N (CH3CN). Conditions: temperature 75 celsius, time 5 hour. The product is C1(=CC=CC=C1)NC(=O)NCCCN(CCC)CCC1=CC=C(C=C1)Cl (N-phenylcarbamoyl-N′-[2-(4-chlorophenyl)ethyl]-N′-propyl-1,3 diaminopropane). The yield is 72.2%. As a reaction SMILES: [CH2:1](I)[CH2:2][CH3:3].[C:5]1([NH:11][C:12]([NH:14][CH2:15][CH2:16][CH2:17][NH:18][CH2:19][CH2:20][C:21]2[CH:26]=[CH:25][C:24]([Cl:27])=[CH:23][CH:22]=2)=[O:13])[CH:10]=[CH:9][CH:8]=[CH:7][CH:6]=1.C(=O)([O-])[O-].[K+].[K+]>CC#N>[C:5]1([NH:11][C:12]([NH:14][CH2:15][CH2:16][CH2:17][N:18]([CH2:19][CH2:20][C:21]2[CH:22]=[CH:23][C:24]([Cl:27])=[CH:25][CH:26]=2)[CH2:1][CH2:2][CH3:3])=[O:13])[CH:6]=[CH:7][CH:8]=[CH:9][CH:10]=1 |f:2.3.4|. Procedure: Propyl iodide (51 mg, 0.30 mmol) was added to a mixture of N-phenylcarbamoyl-N′-[2-(4-chlorophenyl)ethyl]-1,3-diaminopropane (33 mg, 0.10 mmol) and potassium carbonate (28 mg, 0.20 mmol) in CH3CN (2 ml). The mixture was stirred at 75° C. for 5 h, and then filtered. The filtrate was concentrated under vacuum to dryness, and the residue was purified by preparative normal phase HPLC using linear gradients of (A) chloroform and (B) methanol (0-5% B, in 0-10 min; 5-10% B, in 10-30 min; 10-15% B, in 3... The reactants are CC(C)C(NC(=O)OC(C)(C)C)C(=O)O, CC#N, C(=NC1CCCCC1)=NC1CCCCC1, COc1cc2ncnc(N3CCC(N)CC3)c2cc1OC. Yields the product COc1cc2ncnc(N3CCC(NC(=O)C(NC(=O)OC(C)(C)C)C(C)C)CC3)c2cc1OC. RXN SMILES: [C:22](=[O:23])([O:24][C:25]([CH3:26])([CH3:27])[CH3:28])[NH:29][CH:30]([CH:31]([CH3:32])[CH3:33])[C:34](=[O:35])[OH:36].[CH3:52][C:53]#[N:54].[CH:37]1([N:38]=[C:39]=[N:40][CH:41]2[CH2:42][CH2:43][CH2:44][CH2:45][CH2:46]2)[CH2:47][CH2:48][CH2:49][CH2:50][CH2:51]1.[NH2:1][CH:2]1[CH2:3][CH2:4][N:5]([c:8]2[n:9][cH:10][n:11][c:12]3[cH:13][c:14]([O:20][CH3:21])[c:15]([O:18][CH3:19])[cH:16][c:17]23)[CH2:6][CH2:7]1>>[NH:1]([CH:2]1[CH2:3][CH2:4][N:5]([c:8]2[n:9][cH:10][n:11][c:12]3[cH:13][c:14]([O:20][CH3:21])[c:15]([O:18][CH3:19])[cH:16][c:17]23)[CH2:6][CH2:7]1)[C:34]([CH:30]([NH:29][C:22](=[O:23])[O:24][C:25]([CH3:26])([CH3:27])[CH3:28])[CH:31]([CH3:32])[CH3:33])=[O:35]. The reactants are ClC1=NC2=C(C=C(C=C2C(=C1C1=CC=CC=C1)Cl)C(O)C1=CN=CN1C)C ((2,4-dichloro-8-methyl-3-phenylquinolin-6-yl)(1-methyl-1H-imidazol-5-yl)methanol), Intermediate 48. Reagents/catalysts: O=[Mn]=O (MnO2). Run in C(Cl)Cl.CO (DCM MeOH), ClCCCl (DCE). Reaction conditions: temperature 70 celsius. The product is ClC1=NC2=C(C=C(C=C2C(=C1C1=CC=CC=C1)Cl)C(=O)C1=CN=CN1C)C ((2,4-Dichloro-8-methyl-3-phenylquinolin-6-yl)(1-methyl-1H-imidazol-5-yl)methanone). RXN SMILES: [Cl:1][C:2]1[C:11]([C:12]2[CH:17]=[CH:16][CH:15]=[CH:14][CH:13]=2)=[C:10]([Cl:18])[C:9]2[C:4](=[C:5]([CH3:27])[CH:6]=[C:7]([CH:19]([C:21]3[N:25]([CH3:26])[CH:24]=[N:23][CH:22]=3)[OH:20])[CH:8]=2)[N:3]=1>ClCCCl.C(Cl)Cl.CO.O=[Mn]=O>[Cl:1][C:2]1[C:11]([C:12]2[CH:13]=[CH:14][CH:15]=[CH:16][CH:17]=2)=[C:10]([Cl:18])[C:9]2[C:4](=[C:5]([CH3:27])[CH:6]=[C:7]([C:19]([C:21]3[N:25]([CH3:26])[CH:24]=[N:23][CH:22]=3)=[O:20])[CH:8]=2)[N:3]=1 |f:2.3|. Procedure: A suspension of crude (2,4-dichloro-8-methyl-3-phenylquinolin-6-yl)(1-methyl-1H-imidazol-5-yl)methanol (801 mg, assume 1.46 mmol, Intermediate 48, step a) in DCE (15 mL) was stirred at 70° C. until a milky mixture resulted with no visible particulates. This was cooled to room temperature and treated with MnO2 (1.27 g, 14.5 mmol), and stirred under air (capped) at 70° C. for 35 hours. The reaction was diluted with 9:1 DCM/MeOH (10 mL) and Celite®, filtered on a bed of Celite®, and concentrated to... Reactants: COC=1C=C2C(=NC=NC2=CC1OC)N1CCNCC1 (6,7-dimethoxy-4-(1-piperazinyl)quinazoline), Compound ( i ), CSC(=C[N+](=O)[O-])SC (1,1-bis(methylthio)-2-nitroethylene). The solvent is C(C)O (ethanol). Yields the product COC=1C=C2C(=NC=NC2=CC1OC)N1CCN(CC1)C(=C[N+](=O)[O-])SC (6,7-Dimethoxy-4-[4-(1-methylthio-2-nitrovinyl)-1-piperazinyl]quinazoline). Yield: 31.0%. RXN SMILES: [CH3:1][O:2][C:3]1[CH:4]=[C:5]2[C:10](=[CH:11][C:12]=1[O:13][CH3:14])[N:9]=[CH:8][N:7]=[C:6]2[N:15]1[CH2:20][CH2:19][NH:18][CH2:17][CH2:16]1.[CH3:21][S:22][C:23](SC)=[CH:24][N+:25]([O-:27])=[O:26]>C(O)C>[CH3:1][O:2][C:3]1[CH:4]=[C:5]2[C:10](=[CH:11][C:12]=1[O:13][CH3:14])[N:9]=[CH:8][N:7]=[C:6]2[N:15]1[CH2:16][CH2:17][N:18]([C:23]([S:22][CH3:21])=[CH:24][N+:25]([O-:27])=[O:26])[CH2:19][CH2:20]1. Procedure: To an ethanol solution (30 mL) of 6,7-dimethoxy-4-(1-piperazinyl)quinazoline described in South African Patent 67 06512 (1968) (Compound (i); 6.00 g, 21.9 mmol), commercially available 1,1-bis(methylthio)-2-nitroethylene (4.27 g, 25.8 mol) was added, followed by stirring under heating at 50 C for 9 hours and then heating under reflux for 2.5 hours. After the reaction solution was allowed to stand for cooling, the solvent was evaporated and then the resulting residue was purified by silica gel co...